describe an organic reaction: reactants, conditions, products, and yield From a dataset of the Open Reaction Database (ORD), a public repository of structured organic reaction records. Starting materials: BrC=1C=C(C(=O)O)C=CC1C (3-bromo-4-methylbenzoic acid), C(C(=O)Cl)(=O)Cl (oxalyl chloride), BrC=1C=C(C(=O)Cl)C=CC1C (3-Bromo-4-methylbenzoyl chloride), C[C@H](C1=CC=CC=C1)N ((R)-α-methylbenzylamine). Solvent: C(Cl)Cl (CH2Cl2), CN(C)C=O (DMF). Conditions: time 10 minute. The product is C1(=CC=CC=C1)[C@@H](C)NC(=O)C1=CC(=C(C=C1)C)Br (N-((1R)-1-Phenylethyl)(3-bromo-4-methylphenyl)carboxamide). Isolated yield 95.7%. RXN SMILES: [Br:1][C:2]1[CH:3]=[C:4]([CH:8]=[CH:9][C:10]=1[CH3:11])[C:5]([OH:7])=O.C(Cl)(=O)C(Cl)=O.[CH3:18][C@@H:19]([NH2:26])[C:20]1[CH:25]=[CH:24][CH:23]=[CH:22][CH:21]=1.BrC1C=C(C=CC=1C)C(Cl)=O>C(Cl)Cl.CN(C=O)C>[C:20]1([C@H:19]([NH:26][C:5]([C:4]2[CH:8]=[CH:9][C:10]([CH3:11])=[C:2]([Br:1])[CH:3]=2)=[O:7])[CH3:18])[CH:25]=[CH:24][CH:23]=[CH:22][CH:21]=1. Procedure: To a solution of 3-bromo-4-methylbenzoic acid (5.0 g, 0.023 mol) in CH2CH2 (100 mL) was added oxalyl chloride (8.67 g, 0.069 mol). After 10 minutes, 1.0 mL of DMF was added slowly and the mixture was continued to stir at RT for 2 hours. The volatile was removed in vacuo. The residue was re-dissolved in CH2CH2 (100 mL) and transferred to a 125 mL additional funnel. To a 500 mL Erlenmeyer flask equipped with a stir bar was added 100 m]L of sat. aq. NaHCO3 solution followed by 2.79 g of (R)-α-methy... Reactants: C(C)(=O)OCC (Ethyl acetate), Cl.BrC1=CC=NC=C1 (4-Bromopyridine hydrochloride), CCCCCC.C(CCC)[Li] (n-butyl lithium hexane), C1(CCC2=CC=CC=C12)=O (1-indanone). Run in O (water), C(C)OCC (diethyl ether). Run at time 3 hour. The product is OC1(CCC2=CC=CC=C12)C1=CC=NC=C1 (1-Hydroxy-1-pyridin-4-yl-indane). Reaction SMILES: Cl.Br[C:3]1[CH:8]=[CH:7][N:6]=[CH:5][CH:4]=1.CCCCCC.C([Li])CCC.[C:20]1(=[O:29])[C:28]2[C:23](=[CH:24][CH:25]=[CH:26][CH:27]=2)[CH2:22][CH2:21]1.C(OCC)(=O)C>C(OCC)C.O>[OH:29][C:20]1([C:3]2[CH:8]=[CH:7][N:6]=[CH:5][CH:4]=2)[C:28]2[C:23](=[CH:24][CH:25]=[CH:26][CH:27]=2)[CH2:22][CH2:21]1 |f:0.1,2.3|. Procedure details: 4-Bromopyridine hydrochloride (1.9 g, 10 mmol) was dried and then suspended in diethyl ether (30 ml), and the suspension was mixed with n-butyl lithium hexane solution (1.6 M, 12 ml, 19 mmol) at −60° C. and stirred for 3 hours. The reaction solution was mixed with 1-indanone (2.0 g, 15 mmol) and then the reaction solution was stirred for 18 hours while gradually returning to room temperature. Ethyl acetate (50 ml) and water (50 ml) were added to the reaction solution to extract the reaction prod... Starting materials: [H-].[Na+] (sodium hydride), ClC(F)F (chlorodifluoromethane), [H-].[Na+] (Sodium hydride), COC=1C=C(C(=O)OC)C=C(C1O)OC (methyl 3,5-dimethoxy-4-hydroxy-benzoate), ClC(F)F (chlorodifluoromethane). The solvent is O1CCCC1 (tetrahydrofuran). Run at temperature 0 celsius, time 2 hour. Product: COC=1C=C(C(=O)OC)C=C(C1OC(F)F)OC (methyl 3,5-dimethoxy-4-difluoromethoxy-benzoate). As a reaction SMILES: [H-].[Na+].[CH3:3][O:4][C:5]1[CH:6]=[C:7]([CH:12]=[C:13]([O:16][CH3:17])[C:14]=1[OH:15])[C:8]([O:10][CH3:11])=[O:9].Cl[CH:19]([F:21])[F:20]>O1CCCC1>[CH3:17][O:16][C:13]1[CH:12]=[C:7]([CH:6]=[C:5]([O:4][CH3:3])[C:14]=1[O:15][CH:19]([F:21])[F:20])[C:8]([O:10][CH3:11])=[O:9] |f:0.1|. Procedure details: Sodium hydride (0.144 g, 6 mmol) was added portionwise to a solution of methyl 3,5-dimethoxy-4-hydroxy-benzoate (0.21 g, 1 mmol) in tetrahydrofuran (20 mL) cooled to 0° C. After 2 hours, chlorodifluoromethane (gas) was introduced by sparge for 10 minutes every 2 hours (5 times). After 18 hours, an additional portion of sodium hydride (0.048 g, 2 mmol) was added followed by chlorodifluoromethane (gas) sparge for 10 minutes. The reaction mixture was sealed and stirred for 3 weeks. The reaction mix... Starting materials: CCOC(=O)CC(CC=CC(=O)CCc1ccc2c(n1)NCCC2)c1cnc(C)nc1, CCO, [H][H]. Product: CCOC(=O)CC(CCCC(=O)CCc1ccc2c(n1)NCCC2)c1cnc(C)nc1. RXN SMILES: [CH2:1]([CH3:2])[O:3][C:4]([CH2:5][CH:6]([CH2:7][CH:8]=[CH:9][C:10]([CH2:11][CH2:12][c:13]1[n:14][c:15]2[c:20]([cH:21][cH:22]1)[CH2:19][CH2:18][CH2:17][NH:16]2)=[O:23])[c:24]1[cH:25][n:26][c:27]([CH3:30])[n:28][cH:29]1)=[O:31].[CH3:34][CH2:35][OH:36].[H:32][H:33]>>[CH2:1]([CH3:2])[O:3][C:4]([CH2:5][CH:6]([CH2:7][CH2:8][CH2:9][C:10]([CH2:11][CH2:12][c:13]1[n:14][c:15]2[c:20]([cH:21][cH:22]1)[CH2:19][CH2:18][CH2:17][NH:16]2)=[O:23])[c:24]1[cH:25][n:26][c:27]([CH3:30])[n:28][cH:29]1)=[O:31]. Starting materials: CN(C)C=O, O=[N+]([O-])c1cc(C(F)(F)F)ccc1F, C1CCCNCC1, O. The product is O=[N+]([O-])c1cc(C(F)(F)F)ccc1N1CCCCCC1. Reaction SMILES: [CH3:8][N:9]([CH3:10])[CH:11]=[O:12].[F:13][c:14]1[c:15]([N+:24](=[O:25])[O-:26])[cH:16][c:17]([C:20]([F:21])([F:22])[F:23])[cH:18][cH:19]1.[NH:1]1[CH2:2][CH2:3][CH2:4][CH2:5][CH2:6][CH2:7]1.[OH2:27]>>[N:1]1([c:14]2[c:15]([N+:24](=[O:25])[O-:26])[cH:16][c:17]([C:20]([F:21])([F:22])[F:23])[cH:18][cH:19]2)[CH2:2][CH2:3][CH2:4][CH2:5][CH2:6][CH2:7]1. The reactants are [N+](=O)([O-])C1=CC=C(CBr)C=C1 (4-nitrobenzyl bromide), C(=O)(OC(C)(C)C)N[C@@H](CCC(=O)OC(C)(C)C)C(=O)OC(C)(C)C (di-tert-butyl Boc-glutamate), solution, C[Si](C)(C)[N-][Si](C)(C)C.[Li+] (lithium bis(trimethylsilyl)amide). Run at temperature -70 celsius, time 2 hour. Procedure: 5.0 g (13.9 mmol) of di-tert-butyl Boc-glutamate (Journal of Peptide Research (2001), 58, 338) were dissolved in 30 mL of tetrahydrofuran and cooled to −70° C. 30.6 mL (30.6 mmol) of a 1M solution of lithium bis(trimethylsilyl)amide in tetrahydrofuran were added dropwise over a period of 85 min at this temperature and the mixture was stirred at −70° C. for another 2 hours. 9.0 g (41.7 mmol) of 4-nitrobenzyl bromide in 30 mL of tetrahydrofuran were than added dropwise, and after 1.5 h at this tem... RXN SMILES: [C:1]([NH:8][C@H:9]([C:19]([O:21][C:22]([CH3:25])([CH3:24])[CH3:23])=[O:20])[CH2:10][CH2:11][C:12]([O:14][C:15]([CH3:18])([CH3:17])[CH3:16])=[O:13])([O:3][C:4]([CH3:7])([CH3:6])[CH3:5])=[O:2].C[Si]([N-][Si](C)(C)C)(C)C.[Li+].[N+:36]([C:39]1[CH:46]=[CH:45][C:42]([CH2:43]Br)=[CH:41][CH:40]=1)([O-:38])=[O:37]>O1CCCC1>[C:4]([O:3][C:1]([NH:8][C@H:9]([C:19]([O:21][C:22]([CH3:25])([CH3:24])[CH3:23])=[O:20])[CH2:10][C@H:11]([CH2:43][C:42]1[CH:45]=[CH:46][C:39]([N+:36]([O-:38])=[O:37])=[CH:40][CH:41]=1)[C:12]([O:14][C:15]([CH3:16])([CH3:18])[CH3:17])=[O:13])=[O:2])([CH3:7])([CH3:6])[CH3:5] |f:1.2|. Yields the product C(C)(C)(C)OC(=O)N[C@@H](C[C@@H](C(=O)OC(C)(C)C)CC1=CC=C(C=C1)[N+](=O)[O-])C(=O)OC(C)(C)C (Di-tert-butyl (4S)—N-(tert-butoxycarbonyl)-4-(4-nitrobenzyl)-L-glutamate). Solvent: O1CCCC1 (tetrahydrofuran), O1CCCC1 (tetrahydrofuran), O1CCCC1 (tetrahydrofuran).